Dataset: the Open Reaction Database (ORD), a public repository of structured organic reaction records. Task: describe an organic reaction: reactants, conditions, products, and yield The reactants are CN(C)CC=1SC=C(N1)CSCCN (2-(2-dimethylaminomethyl-4-thiazolylmethylthio)ethylamine), CSC1=NC=C(C(N1)=O)CCC=1C=NC=CC1 (2-methylthio-5-[2-(3-pyridyl)ethyl]-4-pyrimidone), trihydrochloride. The solvent is N1=CC=CC=C1 (pyridine). Yields the product CN(C)CC=1SC=C(N1)CSCCNC1=NC=C(C(N1)=O)CCC=1C=NC=CC1 (2-[2-(2-dimethylaminomethyl-4-thiazolylmethylthio)ethyl]amino-5-[2-(3-pyridyl)ethyl]-4-pyrimidone). As a reaction SMILES: [CH3:1][N:2]([CH2:4][C:5]1[S:6][CH:7]=[C:8]([CH2:10][S:11][CH2:12][CH2:13][NH2:14])[N:9]=1)[CH3:3].CS[C:17]1[NH:22][C:21](=[O:23])[C:20]([CH2:24][CH2:25][C:26]2[CH:27]=[N:28][CH:29]=[CH:30][CH:31]=2)=[CH:19][N:18]=1>N1C=CC=CC=1>[CH3:3][N:2]([CH2:4][C:5]1[S:6][CH:7]=[C:8]([CH2:10][S:11][CH2:12][CH2:13][NH:14][C:17]2[NH:22][C:21](=[O:23])[C:20]([CH2:24][CH2:25][C:26]3[CH:27]=[N:28][CH:29]=[CH:30][CH:31]=3)=[CH:19][N:18]=2)[N:9]=1)[CH3:1]. Procedure: Following the procedure of Example 12, a mixture of 1.29 g. of 2-(2-dimethylaminomethyl-4-thiazolylmethylthio)ethylamine and 1.37 g. of 2-methylthio-5-[2-(3-pyridyl)ethyl]-4-pyrimidone in 25 ml. of anhydrous pyridine was heated to refluxing temperature for about 4 days. The solvent was removed in vacuo. The residue was dissolved in ethanol and the ethanol evaporated. The residue was purified by high pressure liquid chromatography over silica using a gradient elution technique with an ethyl aceta... Starting materials: [N+](=O)([O-])C1=CC=C(C=C1)C(CCC(=O)O)=O (4-(4-nitrophenyl)-4-oxobutyric acid), C(CCCCCCCCCCC)O (1-dodecanol), C1(=CC=C(C=C1)S(=O)(=O)O)C (p-toluenesulfonic acid). Run in O1CCCC1 (tetrahydrofuran). The product is [N+](=O)([O-])C1=CC=C(C=C1)C(CCC(=O)OCCCCCCCCCCCC)=O (Dodecyl 4-(4-nitrophenyl)-4-oxobutyrate). As a reaction SMILES: [N+:1]([C:4]1[CH:9]=[CH:8][C:7]([C:10](=[O:16])[CH2:11][CH2:12][C:13]([OH:15])=[O:14])=[CH:6][CH:5]=1)([O-:3])=[O:2].[CH2:17](O)[CH2:18][CH2:19][CH2:20][CH2:21][CH2:22][CH2:23][CH2:24][CH2:25][CH2:26][CH2:27][CH3:28].C1(C)C=CC(S(O)(=O)=O)=CC=1>O1CCCC1>[N+:1]([C:4]1[CH:5]=[CH:6][C:7]([C:10](=[O:16])[CH2:11][CH2:12][C:13]([O:15][CH2:28][CH2:27][CH2:26][CH2:25][CH2:24][CH2:23][CH2:22][CH2:21][CH2:20][CH2:19][CH2:18][CH3:17])=[O:14])=[CH:8][CH:9]=1)([O-:3])=[O:2]. Reported procedure: A solution of 4-(4-nitrophenyl)-4-oxobutyric acid (0.50 g, 2.2 mmol), 1-dodecanol (5.0 ml, 22 mmol), and p-toluenesulfonic acid (50 mg) in tetrahydrofuran (2.5 ml) was stirred 60 hours at room temperature then heated under reflux for 1.5 hours. Concentration of the reaction mixture in vacuo and purification by chromatography or silica gel (200 g) eluting with methylene chloride:hexane (1.1 to 2:1) followed by filtration of the solid product from a small volume of hexane gave, after drying under ... Reactants: O=C([O-])C(=O)[O-], CCCCO, O=C1OC(CCCl)CN1Cc1ccccc1, OC(c1ccc(F)cc1)(c1ccc(F)cc1)C1CCNCC1, [I-], [K+], [Na+], [Na+], O=C([O-])[O-]. Product: O=C(O)C(=O)O, O=C1OC(CCN2CCC(C(O)(c3ccc(F)cc3)c3ccc(F)cc3)CC2)CN1Cc1ccccc1. As a reaction SMILES: [C:47]([C:48](=[O:49])[O-:50])(=[O:51])[O-:52].[CH2:53]([OH:54])[CH2:55][CH2:56][CH3:57].[Cl:23][CH2:24][CH2:25][CH:26]1[CH2:27][N:28]([CH2:32][c:33]2[cH:34][cH:35][cH:36][cH:37][cH:38]2)[C:29](=[O:31])[O:30]1.[F:1][c:2]1[cH:3][cH:4][c:5]([C:8]([OH:9])([CH:10]2[CH2:11][CH2:12][NH:13][CH2:14][CH2:15]2)[c:16]2[cH:17][cH:18][c:19]([F:22])[cH:20][cH:21]2)[cH:6][cH:7]1.[I-:46].[K+:45].[Na+:39].[Na+:40].[O-:41][C:42](=[O:43])[O-:44]>>[C:47]([C:48](=[O:49])[OH:50])(=[O:51])[OH:52].[F:1][c:2]1[cH:3][cH:4][c:5]([C:8]([OH:9])([CH:10]2[CH2:11][CH2:12][N:13]([CH2:24][CH2:25][CH:26]3[CH2:27][N:28]([CH2:32][c:33]4[cH:34][cH:35][cH:36][cH:37][cH:38]4)[C:29](=[O:31])[O:30]3)[CH2:14][CH2:15]2)[c:16]2[cH:17][cH:18][c:19]([F:22])[cH:20][cH:21]2)[cH:6][cH:7]1. The reactants are C(C)OC(=O)N1CC2CC3=C(C2C1)SC(=C3)C (5-Methyl-3,3a,7,7a-tetrahydro-1H-4-thia-2-aza-cyclopenta[α]pentalene-2-carboxylic acid ethyl ester), C1(O)=CC=C(O)C=C1 (hydroquinone), C1CC(=O)N(C1=O)Cl (NCS). Run in C(Cl)(Cl)Cl (CHCl3), CC(=O)O (AcOH), O (water). Reaction conditions: temperature 40 celsius. Product: C(C)OC(=O)N1CC2CC3=C(C2C1)SC(=C3Cl)C (6-Chloro-5-methyl-3,3a,7,7a-tetrahydro-1H-4-thia-2-aza-cyclopenta[α]pentalene-2-carboxylic acid ethyl ester). Reaction SMILES: [CH2:1]([O:3][C:4]([N:6]1[CH2:13][CH:12]2[CH:8]([CH2:9][C:10]3[CH:16]=[C:15]([CH3:17])[S:14][C:11]=32)[CH2:7]1)=[O:5])[CH3:2].C1(C=CC(O)=CC=1)O.C1C(=O)N([Cl:33])C(=O)C1>C(Cl)(Cl)Cl.CC(O)=O.O>[CH2:1]([O:3][C:4]([N:6]1[CH2:13][CH:12]2[CH:8]([CH2:9][C:10]3[C:16]([Cl:33])=[C:15]([CH3:17])[S:14][C:11]=32)[CH2:7]1)=[O:5])[CH3:2]. Procedure details: The product of step c) (74.2 mg, 0.30 mmol) was placed in a vial and diluted with CHCl3 (740 μl) and AcOH (740 μl). Next, hydroquinone (−5 mg) was added followed by NCS (41.3 mg, 0.31 mmol) and the contents were heated to 40° C. for 6 hours. The crude reaction mixture was diluted with water (2 ml) and extracted with EtOAc (3×3 ml). The organic layer was dried (MgSO4) and purified by preparative TLC using hexanes/EtOAc 50:50 providing subtitled product. MS calculated for C13H16ClNO2S+H 286, obser... Reactants: C([O-])([O-])=O.[K+].[K+] (potassium carbonate), C(C=1C(O)=CC=CC1)(=O)OC (methyl salicylate), BrCCCl (1-bromo-2-chloro-ethane), C([O-])([O-])=O.[K+].[K+] (potassium carbonate), BrCCCl (1-bromo-2-chloro-ethane). Run in C(C)C(=O)C (methyl ethyl ketone). The product is COC(C1=C(C=CC=C1)OCCCl)=O (2-(2-chloro-ethoxy)-benzoic acid methyl ester). RXN SMILES: C(=O)([O-])[O-].[K+].[K+].[C:7]([O:16][CH3:17])(=[O:15])[C:8]1[C:9](=[CH:11][CH:12]=[CH:13][CH:14]=1)[OH:10].Br[CH2:19][CH2:20][Cl:21]>C(C(C)=O)C>[CH3:17][O:16][C:7](=[O:15])[C:8]1[CH:14]=[CH:13][CH:12]=[CH:11][C:9]=1[O:10][CH2:19][CH2:20][Cl:21] |f:0.1.2|. Procedure: 34 g (0.25 mol) of potassium carbonate were added to a solution of 25 g (0.16 mol) of methyl salicylate in 250 ml of methyl ethyl ketone. This mixture was refluxed for 1 h, then 27.3 ml (0.35 mol) of 1-bromo-2-chloro-ethane were added and the mixture was taken to reflux again. Four hours later, 34 g (0.25 mol) more of potassium carbonate and 16.3 ml (0.2 mol) more of 1-bromo-2-chloro-ethane were added. This operation was repeated until the reaction was completed. The inorganic salts were filtere... Reactants: C(#N)C1=CCCC=2C=CC(=CC12)C(=O)OC (methyl 8-cyano-5,6-dihydro-2-naphthoate), ClC=1C(C(=C(C(C1Cl)=O)C#N)C#N)=O (2,3-dichloro-5,6-dicyano-1,4-benzoquinone). Run in O1CCOCC1 (dioxane). The product is C(#N)C=1C=CC=C2C=CC(=CC12)C(=O)OC (methyl 8-cyano-2-naphthoate). RXN SMILES: [C:1]([C:3]1[C:12]2[CH:11]=[C:10]([C:13]([O:15][CH3:16])=[O:14])[CH:9]=[CH:8][C:7]=2[CH2:6][CH2:5][CH:4]=1)#[N:2].ClC1C(=O)C(C#N)=C(C#N)C(=O)C=1Cl>O1CCOCC1>[C:1]([C:3]1[CH:4]=[CH:5][CH:6]=[C:7]2[C:12]=1[CH:11]=[C:10]([C:13]([O:15][CH3:16])=[O:14])[CH:9]=[CH:8]2)#[N:2]. Procedure details: The remaining naphthoate (11) was treated with 2,3-dichloro-5,6-dicyano-1,4-benzoquinone (DDQ) in dioxane to aromatize the adjacent ring to give the methyl 8-cyano-2-naphthoate (13). Then, the nitrile was reduced via hydrogentation and the methyl ester saponified to the carboxylic acid. This acid was then N-BOC-protected to give N-(BOC)-8-aminomethyl-2-naphthoic acid (14) as an intermediate for incorporation into the cyclic peptide. Conditions: temperature -78 celsius, time 20 minute. Run in C1CCOC1 (THF), C1(=CC=CC=C1)C (toluene), C1CCOC1 (THF). Product: OC(C1C(C1)C#N)C1=CC(=CC=C1)COCOC (2-(hydroxy(3-((methoxymethoxy)methyl)phenyl)methyl)cyclopropanecarbonitrile). Procedure details: Under a nitrogen atmosphere, a solution (1.8 M, 5.29 mL) of trimethylaluminum in toluene was added to a solution of 3-(3-(3-((methoxymethoxy)methyl)phenyl)oxiran-2-yl)propanenitrile (1.07 g) in THF (50 mL) at −78° C., and the mixture was stirred at −78° C. for 20 min. To the reaction mixture was added dropwise a solution (1.0 M, 6.49 mL) of lithium hexamethyldisilazane in THF at −78° C., and the mixture was stirred at −78° C. for 30 min. The reaction mixture was stirred at room temperature for 1... Starting materials: C[Si](N[Si](C)(C)C)(C)C.[Li] (lithium hexamethyldisilazane), C[Al](C)C (trimethylaluminum), COCOCC=1C=C(C=CC1)C1C(O1)CCC#N (3-(3-(3-((methoxymethoxy)methyl)phenyl)oxiran-2-yl)propanenitrile), [Cl-].[NH4+] (ammonium chloride). As a reaction SMILES: C[Al](C)C.[CH3:5][O:6][CH2:7][O:8][CH2:9][C:10]1[CH:11]=[C:12]([CH:16]2[O:18][CH:17]2[CH2:19][CH2:20][C:21]#[N:22])[CH:13]=[CH:14][CH:15]=1.C[Si](C)(C)N[Si](C)(C)C.[Li].[Cl-].[NH4+]>C1(C)C=CC=CC=1.C1COCC1>[OH:18][CH:16]([C:12]1[CH:13]=[CH:14][CH:15]=[C:10]([CH2:9][O:8][CH2:7][O:6][CH3:5])[CH:11]=1)[CH:17]1[CH2:19][CH:20]1[C:21]#[N:22] |f:2.3,4.5,^1:31|. The reactants are FC(C(=O)O)(F)F (trifluoroacetic acid), O(C1=CC=CC=C1)C1=CC(=C(C(=O)OC(C)(C)C)C=C1)NC(COC1=CC=CC=C1)=O (tert-butyl 4-phenoxy-2-(2-phenoxyacetamido)benzoate). Conditions: time 1 hour. Product: O(C1=CC=CC=C1)C1=CC(=C(C(=O)O)C=C1)NC(COC1=CC=CC=C1)=O (4-phenoxy-2-(2-phenoxyacetamido)benzoic acid). As a reaction SMILES: FC(F)(F)C(O)=O.[O:8]([C:15]1[CH:27]=[CH:26][C:18]([C:19]([O:21]C(C)(C)C)=[O:20])=[C:17]([NH:28][C:29](=[O:38])[CH2:30][O:31][C:32]2[CH:37]=[CH:36][CH:35]=[CH:34][CH:33]=2)[CH:16]=1)[C:9]1[CH:14]=[CH:13][CH:12]=[CH:11][CH:10]=1>>[O:8]([C:15]1[CH:27]=[CH:26][C:18]([C:19]([OH:21])=[O:20])=[C:17]([NH:28][C:29](=[O:38])[CH2:30][O:31][C:32]2[CH:37]=[CH:36][CH:35]=[CH:34][CH:33]=2)[CH:16]=1)[C:9]1[CH:10]=[CH:11][CH:12]=[CH:13][CH:14]=1. Procedure details: 3 mL of trifluoroacetic acid was added to the obtained tert-butyl 4-phenoxy-2-(2-phenoxyacetamido)benzoate and stirred at room temperature for 1 hour. The solvent was evaporated 3 under reduced pressure and diisopropyl ether was added to the obtained residue and a solid substance was separated by filtration to obtain 38 mg of 4-phenoxy-2-(2-phenoxyacetamido)benzoic acid as white solid.